This data is from the Open Reaction Database (ORD), a public repository of structured organic reaction records. The task is: describe an organic reaction: reactants, conditions, products, and yield Reactants: CC1(OC2=C(C1)C(=C(C(=C2C)C)N)C)CN2CCNCC2 (2,3-dihydro-2,4,6,7-tetramethyl-2-[(1-piperazinyl)methyl]-5-benzofuranamine), CC1=CC=C(C(=O)O)C=C1 (4-methylbenzoic acid). The product is CC1(OC2=C(C1)C(=C(C(=C2C)C)N)C)CN2CCN(CC2)C(C2=CC=C(C=C2)C)=O (2,3-Dihydro-2,4,6,7-tetramethyl-2-[[4-(4-methylbenzoyl)-1-piperazinyl]methyl]-5-benzofuranamine). The yield is 53.0%. Reaction SMILES: [CH3:1][C:2]1([CH2:15][N:16]2[CH2:21][CH2:20][NH:19][CH2:18][CH2:17]2)[CH2:6][C:5]2[C:7]([CH3:14])=[C:8]([NH2:13])[C:9]([CH3:12])=[C:10]([CH3:11])[C:4]=2[O:3]1.[CH3:22][C:23]1[CH:31]=[CH:30][C:26]([C:27](O)=[O:28])=[CH:25][CH:24]=1>>[CH3:1][C:2]1([CH2:15][N:16]2[CH2:21][CH2:20][N:19]([C:27](=[O:28])[C:26]3[CH:30]=[CH:31][C:23]([CH3:22])=[CH:24][CH:25]=3)[CH2:18][CH2:17]2)[CH2:6][C:5]2[C:7]([CH3:14])=[C:8]([NH2:13])[C:9]([CH3:12])=[C:10]([CH3:11])[C:4]=2[O:3]1. Procedure details: Using 2,3-dihydro-2,4,6,7-tetramethyl-2-[(1-piperazinyl)methyl]-5-benzofuranamine and 4-methylbenzoic acid, the procedure of Example 10, presented hereinafter, was otherwise followed to provide the title compound. Yield 53%. The reactants are C(=O)(OC)C1=C(CN2C=CC3=CC(=CC=C23)CN2C(=NC=3C2=NC(=CC3C)C)CC)C=CC=C1 (3-[N-(2-carbomethoxybenzyl)-5-indolyl]methyl-5,7-dimethyl-2-ethyl-3H-imidazo[4,5-b]pyridine), [OH-].[Na+] (NaOH). The solvent is CO (methanol). Run at time 16 hour. Product: C(=O)(O)C1=C(CN2C=CC3=CC(=CC=C23)CN2C(=NC=3C2=NC(=CC3C)C)CC)C=CC=C1 (3-[N-(2-carboxybenzyl)-5-indolyl]methyl-5,7-dimethyl-2-ethyl-3H-imidazo[4,5-b]pyridine). Isolated yield 77.8%. RXN SMILES: [C:1]([C:5]1[CH:34]=[CH:33][CH:32]=[CH:31][C:6]=1[CH2:7][N:8]1[C:16]2[C:11](=[CH:12][C:13]([CH2:17][N:18]3[C:22]4=[N:23][C:24]([CH3:28])=[CH:25][C:26]([CH3:27])=[C:21]4[N:20]=[C:19]3[CH2:29][CH3:30])=[CH:14][CH:15]=2)[CH:10]=[CH:9]1)([O:3]C)=[O:2].[OH-].[Na+]>CO>[C:1]([C:5]1[CH:34]=[CH:33][CH:32]=[CH:31][C:6]=1[CH2:7][N:8]1[C:16]2[C:11](=[CH:12][C:13]([CH2:17][N:18]3[C:22]4=[N:23][C:24]([CH3:28])=[CH:25][C:26]([CH3:27])=[C:21]4[N:20]=[C:19]3[CH2:29][CH3:30])=[CH:14][CH:15]=2)[CH:10]=[CH:9]1)([OH:3])=[O:2] |f:1.2|. Procedure: To a solution of 75 mg (0.17 mmol) of the product of Example 14, Step B in 3 mL of methanol was added 2.0 mL of 1N NaOH. The mixture was stirred for 16 hours. The volatiles were removed in vacuo and the water removed azeotropically with toluene. The clear oil was flash chromatographed with 80:20:2 CHCl3 /methanol/NH4OH to yield the titled compound (58 mg, 80%).